describe an organic reaction: reactants, conditions, products, and yield From a dataset of the Open Reaction Database (ORD), a public repository of structured organic reaction records. The reactants are C(C)(=O)OC\1C(CCC(CC(=O)OC(C(/C=C1)C)\C(=C\C=C\C(CC1C(C(C(CC)O)C)O1)(C)O)\C)O)(C)O ((8E,12E,14E)-7-acetoxy-6,3,16,21-tetrahydroxy-6,10,12,16,20-pentamethyl-18,19-epoxytricosa-8,12,14-trien-11-olide), N,N-dimethylaminopyridine, Cl[Si](CC)(CC)CC (chlorotriethylsilane). Run in ClCCl (dichloromethane), C(C)(=O)OCC (ethyl acetate). Reaction conditions: time 18 hour. Yields the product C(C)(=O)OC\1C(CCC(CC(=O)OC(C(/C=C1)C)\C(=C\C=C\C(CC1C(C(C(CC)O[Si](CC)(CC)CC)C)O1)(O[Si](CC)(CC)CC)C)\C)O[Si](CC)(CC)CC)(C)O ((8E,12E,14E)-7-Acetoxy-6-hydroxy-6,10,12,16,20-pentamethyl-3,16,21-tris(triethylsiloxy)-18,19-epoxytricosa-8,12,14-trien-11-olide). Yield: 98.6%. Reaction SMILES: [C:1]([O:4][CH:5]1[C:6]([OH:39])([CH3:38])[CH2:7][CH2:8][CH:9]([OH:37])[CH2:10][C:11]([O:13][CH:14](/[C:19](/[CH3:36])=[CH:20]/[CH:21]=[CH:22]/[C:23]([OH:35])([CH3:34])[CH2:24][CH:25]2[O:33][CH:26]2[CH:27]([CH3:32])[CH:28]([OH:31])[CH2:29][CH3:30])[CH:15]([CH3:18])[CH:16]=[CH:17]1)=[O:12])(=[O:3])[CH3:2].Cl[Si:41]([CH2:46][CH3:47])([CH2:44][CH3:45])[CH2:42][CH3:43]>ClCCl.C(OCC)(=O)C>[C:1]([O:4][CH:5]1[C:6]([OH:39])([CH3:38])[CH2:7][CH2:8][CH:9]([O:37][Si:41]([CH2:46][CH3:47])([CH2:44][CH3:45])[CH2:42][CH3:43])[CH2:10][C:11]([O:13][CH:14](/[C:19](/[CH3:36])=[CH:20]/[CH:21]=[CH:22]/[C:23]([CH3:34])([O:35][Si:41]([CH2:46][CH3:47])([CH2:44][CH3:45])[CH2:42][CH3:43])[CH2:24][CH:25]2[O:33][CH:26]2[CH:27]([CH3:32])[CH:28]([O:31][Si:41]([CH2:46][CH3:47])([CH2:44][CH3:45])[CH2:42][CH3:43])[CH2:29][CH3:30])[CH:15]([CH3:18])[CH:16]=[CH:17]1)=[O:12])(=[O:3])[CH3:2]. Procedure details: To a solution of (8E,12E,14E)-7-acetoxy-6,3,16,21-tetrahydroxy-6,10,12,16,20-pentamethyl-18,19-epoxytricosa-8,12,14-trien-11-olide (100 mg, 0.18 mmol) in dichloromethane (6 mL) were added N,N-dimethylaminopyridine (221 mg, 1.8 mmol) and chlorotriethylsilane (272 mg, 1.8 mmol) at room temperature, and the reaction mixture was stirred at the same temperature for 18 hours. The reaction mixture was diluted with ethyl acetate and washed with saturated aqueous solution of ammonium chloride and brine. ... Reactants: CC(=O)O, Nc1cccc2c1CNC2=O, CC(C)(CC(O)(C=O)C(F)(F)F)c1cccc2c1OCO2. The product is CC1(C)CC(O)(C(F)(F)F)C(Nc2cccc3c2CNC3=O)c2ccc3c(c21)OCO3. As a reaction SMILES: [CH3:33][C:34](=[O:35])[OH:36].[NH2:22][c:23]1[c:24]2[c:28]([cH:29][cH:30][cH:31]1)[C:27](=[O:32])[NH:26][CH2:25]2.[O:1]1[CH2:2][O:3][c:4]2[c:5]1[cH:6][cH:7][cH:8][c:9]2[C:10]([CH2:11][C:12]([CH:13]=[O:14])([C:15]([F:16])([F:17])[F:18])[OH:19])([CH3:20])[CH3:21]>>[O:1]1[CH2:2][O:3][c:4]2[c:5]1[cH:6][cH:7][c:8]1[c:9]2[C:10]([CH3:20])([CH3:21])[CH2:11][C:12]([C:15]([F:16])([F:17])[F:18])([OH:19])[CH:13]1[NH:22][c:23]1[c:24]2[c:28]([cH:29][cH:30][cH:31]1)[C:27](=[O:32])[NH:26][CH2:25]2. The reactants are C(C)(C)(C)OC(=O)N1CC=2N(CC1)C=C(N2)C(=O)O (7-(tert-butoxycarbonyl)-5,6,7,8-tetrahydroimidazo[1,2-a]pyrazine-2-carboxylic acid), N[C@H](CN1N=C(C=C1)C1=CC(=C(C#N)C=C1)Cl)C ((S)-4-(1-(2-aminopropyl)-1H-pyrazol-3-yl)-2-chlorobenzonitrile). The product is ClC=1C=C(C=CC1C#N)C1=NN(C=C1)C[C@H](C)NC(=O)C=1N=C2N(CCN(C2)C(=O)OC(C)(C)C)C1 ((S)-tert-butyl 2-(1-(3-(3-chloro-4-cyanophenyl)-1H-pyrazol-1-yl)propan-2-ylcarbamoyl)-5,6-dihydroimidazo[1,2-a]pyrazine-7(8H)-carboxylate). RXN SMILES: [C:1]([O:5][C:6]([N:8]1[CH2:13][CH2:12][N:11]2[CH:14]=[C:15]([C:17]([OH:19])=O)[N:16]=[C:10]2[CH2:9]1)=[O:7])([CH3:4])([CH3:3])[CH3:2].[NH2:20][C@@H:21]([CH3:37])[CH2:22][N:23]1[CH:27]=[CH:26][C:25]([C:28]2[CH:35]=[CH:34][C:31]([C:32]#[N:33])=[C:30]([Cl:36])[CH:29]=2)=[N:24]1>>[Cl:36][C:30]1[CH:29]=[C:28]([C:25]2[CH:26]=[CH:27][N:23]([CH2:22][C@@H:21]([NH:20][C:17]([C:15]3[N:16]=[C:10]4[CH2:9][N:8]([C:6]([O:5][C:1]([CH3:2])([CH3:3])[CH3:4])=[O:7])[CH2:13][CH2:12][N:11]4[CH:14]=3)=[O:19])[CH3:37])[N:24]=2)[CH:35]=[CH:34][C:31]=1[C:32]#[N:33]. Reported procedure: The title compound was prepared using the method of Example 34(d) starting from 7-(tert-butoxycarbonyl)-5,6,7,8-tetrahydroimidazo[1,2-a]pyrazine-2-carboxylic acid (0.044 g, 0.165 mmol) and (S)-4-(1-(2-aminopropyl)-1H-pyrazol-3-yl)-2-chlorobenzonitrile (0.033 g, 0.127 mmol). The product was purified by flash chromatography. LC-MS: [M+1]=510.988. Starting materials: COC(=O)C(O)COCCO[Si](c1ccccc1)(c1ccccc1)C(C)(C)C, C1CCOC1, CCOC(C)=O, Cc1ccc(C#N)cc1-n1ncc2c(Cl)ncnc21, [H-], [Na+], O, O=C(O)CC(O)(CC(=O)O)C(=O)O. Product: COC(=O)C(COCCO[Si](c1ccccc1)(c1ccccc1)C(C)(C)C)Oc1ncnc2c1cnn2-c1cc(C#N)ccc1C. As a reaction SMILES: [C:3]([CH3:4])([CH3:5])([CH3:6])[Si:7]([O:8][CH2:9][CH2:10][O:11][CH2:12][CH:13]([C:14](=[O:15])[O:16][CH3:17])[OH:18])([c:19]1[cH:20][cH:21][cH:22][cH:23][cH:24]1)[c:25]1[cH:26][cH:27][cH:28][cH:29][cH:30]1.[CH2:63]1[O:64][CH2:65][CH2:66][CH2:67]1.[CH3:69][CH2:70][O:71][C:72]([CH3:73])=[O:74].[Cl:31][c:32]1[c:33]2[c:34]([n:35][cH:36][n:37]1)[n:38](-[c:41]1[cH:42][c:43]([C:44]#[N:45])[cH:46][cH:47][c:48]1[CH3:49])[n:39][cH:40]2.[H-:1].[Na+:2].[OH2:68].[OH:50][C:51]([CH2:52][C:53]([C:54](=[O:55])[OH:56])([CH2:57][C:58](=[O:59])[OH:60])[OH:61])=[O:62]>>[C:3]([CH3:4])([CH3:5])([CH3:6])[Si:7]([O:8][CH2:9][CH2:10][O:11][CH2:12][CH:13]([C:14](=[O:15])[O:16][CH3:17])[O:18][c:32]1[c:33]2[c:34]([n:35][cH:36][n:37]1)[n:38](-[c:41]1[cH:42][c:43]([C:44]#[N:45])[cH:46][cH:47][c:48]1[CH3:49])[n:39][cH:40]2)([c:19]1[cH:20][cH:21][cH:22][cH:23][cH:24]1)[c:25]1[cH:26][cH:27][cH:28][cH:29][cH:30]1. Reactants: C(C)(C)(C)N (tert-butylamine), CC1=NOC(=C1C)N(S(=O)(=O)C1=C(C=CC=C1)C=1C(=CC(=CC1)C=1OC=CN1)CC(=O)O)COCCOC (2'-[[(3,4-Dimethyl-5-isoxazolyl)[(2-methoxyethoxy)methyl]amino]sulfonyl]-4-(2-oxazolyl)[1,1'-biphenyl]-2-acetic acid), CN(C)C=O (DMF), C(C(=O)Cl)(=O)Cl (oxalyl chloride). Run in C(Cl)Cl (CH2Cl2), C(Cl)Cl (CH2Cl2), CCOC(=O)C (EtOAc). Conditions: time 0.5 hour. Yields the product CC(C)(C)NC(CC=1C(=CC=C(C1)C=1OC=CN1)C1=C(C=CC=C1)S(=O)(=O)N(COCCOC)C1=C(C(=NO1)C)C)=O (N-(1,1-Dimethylethyl)-2'-[[(3,4-dimethyl-5-isoxazolyl)[(2-methoxyethoxy)methyl]amino]sulfonyl]-4-(2-oxazolyl)[1,1'-biphenyl]-2-acetamide). RXN SMILES: [CH3:1][C:2]1[C:6]([CH3:7])=[C:5]([N:8]([CH2:33][O:34][CH2:35][CH2:36][O:37][CH3:38])[S:9]([C:12]2[CH:17]=[CH:16][CH:15]=[CH:14][C:13]=2[C:18]2[C:19]([CH2:29][C:30](O)=[O:31])=[CH:20][C:21]([C:24]3[O:25][CH:26]=[CH:27][N:28]=3)=[CH:22][CH:23]=2)(=[O:11])=[O:10])[O:4][N:3]=1.CN(C=O)C.C(Cl)(=O)C(Cl)=O.[C:50]([NH2:54])([CH3:53])([CH3:52])[CH3:51]>C(Cl)Cl.CCOC(C)=O>[CH3:51][C:50]([NH:54][C:30](=[O:31])[CH2:29][C:19]1[C:18]([C:13]2[CH:14]=[CH:15][CH:16]=[CH:17][C:12]=2[S:9]([N:8]([C:5]2[O:4][N:3]=[C:2]([CH3:1])[C:6]=2[CH3:7])[CH2:33][O:34][CH2:35][CH2:36][O:37][CH3:38])(=[O:11])=[O:10])=[CH:23][CH:22]=[C:21]([C:24]2[O:25][CH:26]=[CH:27][N:28]=2)[CH:20]=1)([CH3:53])[CH3:52]. Procedure: To the title compound of Step (C) (85 mg, 0.16 mmol) and 0.004 ml DMF in 1.6 ml CH2Cl2, oxalyl chloride (2M in CH2Cl2, 0.20 ml, 0.40 mmol) was added. The mixture was stirred at room temperature for 0.5 hr and concentrated. To the residue, 2 ml CH2Cl2 and tert-butylamine (t-BuNH2, 69 mg, 0.94 mmol) were added. The reaction was stirred at room temperature overnight, diluted with EtOAc, washed with H2O and brine, dried and concentrated. The residue was chromatographed on silica gel using 1:2 hexane... Reactants: [BH4-], CO, [Na+], O, O=Cc1cnc2c(NCCCO)nc3cc(C(F)(F)F)ccc3n12. The product is OCCCNc1nc2cc(C(F)(F)F)ccc2n2c(CO)cnc12. Reaction SMILES: [BH4-:25].[CH3:27][OH:28].[Na+:26].[OH2:29].[OH:1][CH2:2][CH2:3][CH2:4][NH:5][c:6]1[c:7]2[n:8]([c:9]3[cH:10][cH:11][c:12]([C:16]([F:17])([F:18])[F:19])[cH:13][c:14]3[n:15]1)[c:20]([CH:23]=[O:24])[cH:21][n:22]2>>[OH:1][CH2:2][CH2:3][CH2:4][NH:5][c:6]1[c:7]2[n:8]([c:9]3[cH:10][cH:11][c:12]([C:16]([F:17])([F:18])[F:19])[cH:13][c:14]3[n:15]1)[c:20]([CH2:23][OH:24])[cH:21][n:22]2. Starting materials: O=C([O-])O, COC(=O)CCCC(OC)OC, Cc1ccccc1, CCOCC, [Na+], OCCCO, Cc1ccc(S(=O)(=O)O)cc1. Product: COC(=O)CCCC1OCCCO1. Reaction SMILES: [C:29](=[O:30])([OH:31])[O-:32].[CH3:1][O:2][CH:3]([CH2:4][CH2:5][CH2:6][C:7](=[O:8])[O:9][CH3:10])[O:11][CH3:12].[CH3:34][c:35]1[cH:36][cH:37][cH:38][cH:39][cH:40]1.[CH3:41][CH2:42][O:43][CH2:44][CH3:45].[Na+:33].[OH:13][CH2:14][CH2:15][CH2:16][OH:17].[c:18]1([CH3:19])[cH:20][cH:21][c:22]([S:23]([OH:24])(=[O:25])=[O:26])[cH:27][cH:28]1>>[CH2:1]1[O:2][CH:3]([CH2:4][CH2:5][CH2:6][C:7](=[O:8])[O:9][CH3:10])[O:11][CH2:12][CH2:14]1.